This data is from the Open Reaction Database (ORD), a public repository of structured organic reaction records. The task is: describe an organic reaction: reactants, conditions, products, and yield Reactants: ClCCCl, COc1ccc(C(=O)O)c2ccn(C(C)C)c12, CN1CCOCC1, CS(C)=O, CCCc1cc(C)[nH]c(=O)c1CN, O, On1nnc2cccnc21. The product is CCCc1cc(C)[nH]c(=O)c1CNC(=O)c1ccc(OC)c2c1ccn2C(C)C. As a reaction SMILES: [CH2:41]([Cl:42])[CH2:43][Cl:44].[CH3:1][CH:2]([CH3:3])[n:4]1[cH:5][cH:6][c:7]2[c:8]([C:15](=[O:16])[OH:17])[cH:9][cH:10][c:11]([O:13][CH3:14])[c:12]12.[CH3:45][N:46]1[CH2:47][CH2:48][O:49][CH2:50][CH2:51]1.[CH3:53][S:54]([CH3:55])=[O:56].[NH2:18][CH2:19][c:20]1[c:21](=[O:30])[nH:22][c:23]([CH3:29])[cH:24][c:25]1[CH2:26][CH2:27][CH3:28].[OH2:52].[OH:31][n:32]1[c:33]2[n:34][cH:35][cH:36][cH:37][c:38]2[n:39][n:40]1>>[CH3:1][CH:2]([CH3:3])[n:4]1[cH:5][cH:6][c:7]2[c:8]([C:15](=[O:17])[NH:18][CH2:19][c:20]3[c:21](=[O:30])[nH:22][c:23]([CH3:29])[cH:24][c:25]3[CH2:26][CH2:27][CH3:28])[cH:9][cH:10][c:11]([O:13][CH3:14])[c:12]12. Reaction SMILES: [BrH:33].[C:23](=[O:24])([O-:25])[O-:26].[CH2:29]([CH:30]=[CH2:31])[Br:32].[CH3:34][CH2:35][O:36][C:37](=[O:38])[CH3:39].[CH3:41][N:42]([CH3:43])[CH:44]=[O:45].[F:1][c:2]1[cH:3][cH:4][c:5](-[n:8]2[n:9][c:10]([N:17]3[CH2:18][CH2:19][NH:20][CH2:21][CH2:22]3)[c:11]3[cH:12][cH:13][cH:14][cH:15][c:16]23)[cH:6][cH:7]1.[K+:27].[K+:28].[OH2:40]>>[BrH:32].[F:1][c:2]1[cH:3][cH:4][c:5](-[n:8]2[n:9][c:10]([N:17]3[CH2:18][CH2:19][N:20]([CH2:31][CH:30]=[CH2:29])[CH2:21][CH2:22]3)[c:11]3[cH:12][cH:13][cH:14][cH:15][c:16]23)[cH:6][cH:7]1. Yields the product Br, C=CCN1CCN(c2nn(-c3ccc(F)cc3)c3ccccc23)CC1. The reactants are Br, O=C([O-])[O-], C=CCBr, CCOC(C)=O, CN(C)C=O, Fc1ccc(-n2nc(N3CCNCC3)c3ccccc32)cc1, [K+], [K+], O. The reactants are C(C1=CC=CC=C1)OC1C(C(=CC(=C1)O)OCC1=CC=CC=C1)C=CC(=O)C1=CC(=C(C=C1)OC)OCC1=CC=CC=C1 (2,3',6-tris(benzyloxy)-4-hydroxy-4'-methoxydihydrochalcone), C(=O)([O-])[O-].[K+].[K+] (K2CO3), BrCCCBr (1,3-dibromopropane). Run in CN(C)C=O (DMF). Product: C(C1=CC=CC=C1)OC1C(C(=CC(=C1)OCCCBr)OCC1=CC=CC=C1)C=CC(=O)C1=CC(=C(C=C1)OC)OCC1=CC=CC=C1 (2,3',6-tris(benzyloxy)-4-(3-bromopropoxy)-4'-methoxydihydrochalcone). Isolated yield 83.7%. Reaction SMILES: [CH2:1]([O:8][CH:9]1[CH:14]=[C:13]([OH:15])[CH:12]=[C:11]([O:16][CH2:17][C:18]2[CH:23]=[CH:22][CH:21]=[CH:20][CH:19]=2)[CH:10]1[CH:24]=[CH:25][C:26]([C:28]1[CH:33]=[CH:32][C:31]([O:34][CH3:35])=[C:30]([O:36][CH2:37][C:38]2[CH:43]=[CH:42][CH:41]=[CH:40][CH:39]=2)[CH:29]=1)=[O:27])[C:2]1[CH:7]=[CH:6][CH:5]=[CH:4][CH:3]=1.C([O-])([O-])=O.[K+].[K+].[Br:50][CH2:51][CH2:52][CH2:53]Br>CN(C=O)C>[CH2:17]([O:16][CH:11]1[CH:12]=[C:13]([O:15][CH2:53][CH2:52][CH2:51][Br:50])[CH:14]=[C:9]([O:8][CH2:1][C:2]2[CH:7]=[CH:6][CH:5]=[CH:4][CH:3]=2)[CH:10]1[CH:24]=[CH:25][C:26]([C:28]1[CH:33]=[CH:32][C:31]([O:34][CH3:35])=[C:30]([O:36][CH2:37][C:38]2[CH:39]=[CH:40][CH:41]=[CH:42][CH:43]=2)[CH:29]=1)=[O:27])[C:18]1[CH:23]=[CH:22][CH:21]=[CH:20][CH:19]=1 |f:1.2.3|. Procedure details: A mixture of 2.37 g (5 mmol) of 2,3',6-tris(benzyloxy)-4-hydroxy-4'-methoxydihydrochalcone, 1.38 g (10 mmol) of K2CO3, and 70.1 g (50 mmol) of 1,3-dibromopropane in 75 mL of DMF was reacted for 48 hours, after which standard workup yielded 2.91 g (84%) of 2,3',6-tris(benzyloxy)-4-(3-bromopropoxy)-4'-methoxydihydrochalcone as a white solid. The resulting intermediate bromide (2.91 g, 4.18 mmol) was dissolved in 50 mL of P(OCH3)3 and refluxed for 39 hours. After all solvent was removed in vacuo, s... Starting materials: C(CCCCCCC)OC1=CC=C(C=C1)C1=CC=C(C(=O)O)C=C1 (4-[4-Octyloxyphenyl]benzoic acid), acid chloride, C(C(=O)Cl)(=O)Cl (oxalyl chloride), C(C(=O)Cl)(=O)Cl (oxalyl chloride). Yields the product C(CCCCCCC)OC1=CC=C(C=C1)C1=CC=C(C(=O)Cl)C=C1 (4-[4-Octyloxyphenyl]benzoyl Chloride). As a reaction SMILES: [CH2:1]([O:9][C:10]1[CH:15]=[CH:14][C:13]([C:16]2[CH:24]=[CH:23][C:19]([C:20](O)=[O:21])=[CH:18][CH:17]=2)=[CH:12][CH:11]=1)[CH2:2][CH2:3][CH2:4][CH2:5][CH2:6][CH2:7][CH3:8].C(Cl)(=O)C([Cl:28])=O>>[CH2:1]([O:9][C:10]1[CH:15]=[CH:14][C:13]([C:16]2[CH:24]=[CH:23][C:19]([C:20]([Cl:28])=[O:21])=[CH:18][CH:17]=2)=[CH:12][CH:11]=1)[CH2:2][CH2:3][CH2:4][CH2:5][CH2:6][CH2:7][CH3:8]. Reported procedure: 4-[4-Octyloxyphenyl]benzoic acid (OPBA) was converted into its acid chloride, OPBC, by heating it at reflux with oxalyl chloride after which excess oxalyl chloride was allowed to distil out and the residue taken up in ethanol free chloroform.